From a dataset of the Open Reaction Database (ORD), a public repository of structured organic reaction records. describe an organic reaction: reactants, conditions, products, and yield Reactants: FC1=CC=C(C=C1)C(CC(=O)OCC)=O (ethyl 3-(4-fluorophenyl)-3-oxopropionate), FC(C1=CC=C(CBr)C=C1)(F)F (4-trifluoromethylbenzyl bromide), C([O-])([O-])=O.[K+].[K+] (potassium carbonate). Solvent: C(C)#N (acetonitrile), O (water). Reaction conditions: time 4 hour. Yields the product FC1=CC=C(C=C1)C(C(C(=O)OCC)CC1=CC=C(C=C1)C(F)(F)F)=O (ethyl 3-(4-fluorophenyl)-3-oxo-2-((4-(trifluoromethyl)phenyl)methyl)propionate). Yield: 72.9%. Reaction SMILES: [F:1][C:2]1[CH:7]=[CH:6][C:5]([C:8](=[O:15])[CH2:9][C:10]([O:12][CH2:13][CH3:14])=[O:11])=[CH:4][CH:3]=1.[F:16][C:17]([F:27])([F:26])[C:18]1[CH:25]=[CH:24][C:21]([CH2:22]Br)=[CH:20][CH:19]=1.C(=O)([O-])[O-].[K+].[K+]>C(#N)C.O>[F:1][C:2]1[CH:3]=[CH:4][C:5]([C:8](=[O:15])[CH:9]([CH2:22][C:21]2[CH:20]=[CH:19][C:18]([C:17]([F:16])([F:26])[F:27])=[CH:25][CH:24]=2)[C:10]([O:12][CH2:13][CH3:14])=[O:11])=[CH:6][CH:7]=1 |f:2.3.4|. Reported procedure: To a solution of ethyl 3-(4-fluorophenyl)-3-oxopropionate (34.7 g, 115.5 mmol) in acetonitrile (300 ml) were added 4-trifluoromethylbenzyl bromide (27.6 g, 115.5 mmol) and potassium carbonate (31.9 g, 231 mmol), and the mixture was stirred at room temperature for 4 hrs. The reaction solution was diluted with water (1 L) and extracted with ethyl acetate (500 ml×2). The extract was washed with water and saturated brine, dried over anhydrous magnesium sulfate and evaporated under reduced pressure. ... The reactants are C1(=CC=CC=C1)C(C1=CC=CC=C1)OC(=O)C1=C(CS[C@H]2N1C([C@H]2NC(\C(=N/OC2CCCC2)\C=2N=C(SC2)NC(=O)OC(C)(C)C)=O)=O)SCSC=2N=NNC2 (7β-[(Z)-2-(2-t-butoxycarbonylaminothiazol-4-yl)-2-cyclopentyloxyiminoacetamido]-3-(1,2,3-triazol-4-ylthiomethylthio)-3-cephem-4-carboxylic acid diphenylmethyl ester), [Cl-].[Al+3].[Cl-].[Cl-] (aluminum chloride), Cl (hydrochloric acid), O (water). The solvent is C(C)O (ethanol), C1(=CC=CC=C1)OC (anisole), C1(=CC=CC=C1)OC (anisole), [N+](=O)([O-])C (nitromethane). Run at time 50 minute. Product: NC=1SC=C(N1)/C(/C(=O)N[C@H]1[C@@H]2N(C(=C(CS2)SCSC=2N=NNC2)C(=O)O)C1=O)=N/OC1CCCC1 (7β-[(Z)-2-(2-aminothiazol-4-yl)-2-cyclopentyloxyiminoacetamido]-3-(1,2,3-triazol-4-ylthiomethylthio)-3-cephem-4-carboxylic acid). Yield: 52.5%. RXN SMILES: C1(C([O:14][C:15]([C:17]2[N:22]3[C:23](=[O:49])[C@@H:24]([NH:25][C:26](=[O:48])/[C:27](/[C:35]4[N:36]=[C:37]([NH:40]C(OC(C)(C)C)=O)[S:38][CH:39]=4)=[N:28]\[O:29][CH:30]4[CH2:34][CH2:33][CH2:32][CH2:31]4)[C@H:21]3[S:20][CH2:19][C:18]=2[S:50][CH2:51][S:52][C:53]2[N:54]=[N:55][NH:56][CH:57]=2)=[O:16])C2C=CC=CC=2)C=CC=CC=1.[Cl-].[Al+3].[Cl-].[Cl-].Cl.O>C1(OC)C=CC=CC=1.[N+](C)([O-])=O.C(O)C>[NH2:40][C:37]1[S:38][CH:39]=[C:35](/[C:27](=[N:28]/[O:29][CH:30]2[CH2:34][CH2:33][CH2:32][CH2:31]2)/[C:26]([NH:25][C@@H:24]2[C:23](=[O:49])[N:22]3[C:17]([C:15]([OH:16])=[O:14])=[C:18]([S:50][CH2:51][S:52][C:53]4[N:54]=[N:55][NH:56][CH:57]=4)[CH2:19][S:20][C@H:21]23)=[O:48])[N:36]=1 |f:1.2.3.4|. Reported procedure: To a suspension of 7β-[(Z)-2-(2-t-butoxycarbonylaminothiazol-4-yl)-2-cyclopentyloxyiminoacetamido]-3-(1,2,3-triazol-4-ylthiomethylthio)-3-cephem-4-carboxylic acid diphenylmethyl ester (258 mg: 0.304 mMol.) in a mixture of anisole (1 ml) and nitromethane (4 ml) at -30° C. is added a solution of aluminum chloride (0.25 g: 1.88 mMol.) in anisole (1 ml), and the mixture is stirred for 50 minutes. The reaction mixture is diluted with ethanol (2 ml), stirred at the same temperature for 5 minutes, mixe... The reactants are BrC1=CC2=C(NCCO2)C=C1 (7-bromo-3,4-dihydro-2H-benzo[1,4]oxazine), C(=S)(N1C=NC=C1)N1C=NC=C1 (1,1′-thiocarbonyldiimidazole), N (NH3). The solvent is C1CCOC1 (THF). Run at temperature 120 celsius, time 16 hour. Yields the product BrC1=CC2=C(N(CCO2)C(N)=S)C=C1 (7-Bromo-2,3-dihydrobenzo[1,4]oxazine-4-carbothioic acid amide). Yield: 58.9%. As a reaction SMILES: [Br:1][C:2]1[CH:11]=[CH:10][C:5]2[NH:6][CH2:7][CH2:8][O:9][C:4]=2[CH:3]=1.[C:12](N1C=CN=C1)([N:14]1C=CN=C1)=[S:13].N>C1COCC1>[Br:1][C:2]1[CH:11]=[CH:10][C:5]2[N:6]([C:12](=[S:13])[NH2:14])[CH2:7][CH2:8][O:9][C:4]=2[CH:3]=1. Reported procedure: A mixture of 7-bromo-3,4-dihydro-2H-benzo[1,4]oxazine (7.07 g, 33.00 mmol) and 1,1′-thiocarbonyldiimidazole (8.86 g, 49.70 mmol) in THF (83 mL) was heated to 120° C. under microwave irradiation, in a sealed tube, for 20 minutes, and then cooled to r.t. NH3 (110 mL, 7N solution in MeOH, 770 mmol) was added. The reaction mixture was stirred at r.t. for 16 h, and then concentrated in vacuo. The residue was triturated with 1M aqueous HCl, then Et2O, water and again Et2O, and then dried in vacuo to g... Starting materials: ice water, C1(=CC=CC=C1)C(N1CCN(CC1)CCCO)C1=CC=CC=C1 (4-(Diphenylmethyl)-1-piperazinepropanol), ClC=1C=CC=2N(N1)N=CN2 (6-chloro[1,2,4]triazolo[1,5-b ]pyridazine), CC(C)([O-])C.[Na+] (sodium t-butoxide). Run in O1CCCC1 (tetrahydrofuran). Yields the product Cl.Cl.C1(=CC=CC=C1)C(N1CCN(CC1)CCCOC=1C=CC=2N(N1)N=CN2)C2=CC=CC=C2 (6-[3-[4-(Diphenylmethyl)-1-piperazinyl]propoxy][1,2,4]triazolo[1, 5-b]pyridazine Dihydrochloride). Isolated yield 95.0%. Reaction SMILES: [C:1]1([CH:7]([C:18]2[CH:23]=[CH:22][CH:21]=[CH:20][CH:19]=2)[N:8]2[CH2:13][CH2:12][N:11]([CH2:14][CH2:15][CH2:16][OH:17])[CH2:10][CH2:9]2)[CH:6]=[CH:5][CH:4]=[CH:3][CH:2]=1.CC(C)([O-])C.[Na+].[Cl:30][C:31]1[CH:32]=[CH:33][C:34]2[N:35]([N:37]=[CH:38][N:39]=2)[N:36]=1>O1CCCC1>[ClH:30].[ClH:30].[C:18]1([CH:7]([C:1]2[CH:2]=[CH:3][CH:4]=[CH:5][CH:6]=2)[N:8]2[CH2:9][CH2:10][N:11]([CH2:14][CH2:15][CH2:16][O:17][C:31]3[CH:32]=[CH:33][C:34]4[N:35]([N:37]=[CH:38][N:39]=4)[N:36]=3)[CH2:12][CH2:13]2)[CH:23]=[CH:22][CH:21]=[CH:20][CH:19]=1 |f:1.2,5.6.7|. Procedure details: 4-(Diphenylmethyl)-1-piperazinepropanol (466 mg) was dissolved in dried tetrahydrofuran (10 ml), followed by addition of sodium t-butoxide (173 mg). The mixture was refluxed under, heating for 30 minutes. After the mixture was cooled, 6-chloro[1,2,4]triazolo[1,5-b ]pyridazine (268 mg) was added to the mixture. The resulting mixture was refluxed under heating for 3 hours. After the mixture was cooled, ice-water was added thereto, followed by extraction with ethyl acetate. The extract was washed w...